From a dataset of the Open Reaction Database (ORD), a public repository of structured organic reaction records. describe an organic reaction: reactants, conditions, products, and yield The reactants are C(=C)C(=O)C (methyl vinyl ketone), CC1C(CCC2=CC=CC=C12)=O (1-methyl-2-tetralone), Cl (hydrochloric acid), [OH-].[K+] (Potassium hydroxide). Run in CO (methanol), CO (methanol), O (water), O (water). Run at temperature -15 celsius, time 6 hour. The product is CC12CCC(C=C2CCC2=CC=CC=C12)=O ((±)-4a-methyl-4,4a,9,10-tetrahydro-2(3H)-phenanthrenone). Isolated yield 90.3%. Reaction SMILES: [OH-].[K+].[CH3:3][CH:4]1[C:13]2[C:8](=[CH:9][CH:10]=[CH:11][CH:12]=2)[CH2:7][CH2:6][C:5]1=O.[CH:15]([C:17]([CH3:19])=[O:18])=[CH2:16].Cl>O.CO>[CH3:3][C:4]12[C:13]3[C:8](=[CH:9][CH:10]=[CH:11][CH:12]=3)[CH2:7][CH2:6][C:5]1=[CH:19][C:17](=[O:18])[CH2:15][CH2:16]2 |f:0.1|. Reported procedure: Potassium hydroxide in the amount of 2.25 g (40 mmol) was dissolved in 4.5 g of water in 100-ml three-necked flask, and the obtained solution was then cooled with ice under agitation in a stream of nitrogen gas. A methanol solution (8 ml) containing 4.8 g (30 mmol) of 1-methyl-2-tetralone was added dropwisely to the above obtained solution. The reaction vessel was cooled to -15° C., then, 2.1 g (30 mmol) of methyl vinyl ketone was added dropwisely to the reaction vessel and 2 ml of methanol was ... Reactants: COCC(O)CN(Cc1ccccc1)C(C)CO, ClC(Cl)(Cl)Cl, c1ccc(P(c2ccccc2)c2ccccc2)cc1. Yields the product COCC(O)CN(Cc1ccccc1)C(C)CCl. RXN SMILES: [CH2:20]([c:21]1[cH:22][cH:23][cH:24][cH:25][cH:26]1)[N:27]([CH2:28][CH:29]([CH2:30][O:31][CH3:32])[OH:33])[CH:34]([CH2:35][OH:36])[CH3:37].[Cl:38][C:39]([Cl:40])([Cl:41])[Cl:42].[c:1]1([P:2]([c:3]2[cH:4][cH:5][cH:6][cH:7][cH:8]2)[c:9]2[cH:10][cH:11][cH:12][cH:13][cH:14]2)[cH:15][cH:16][cH:17][cH:18][cH:19]1>>[CH2:20]([c:21]1[cH:22][cH:23][cH:24][cH:25][cH:26]1)[N:27]([CH2:28][CH:29]([CH2:30][O:31][CH3:32])[OH:33])[CH:34]([CH2:35][Cl:38])[CH3:37]. Reactants: CO, CC(C)C1(CC#N)OCCO1, Cl, NO, N. Yields the product CC(C)C1(CC(N)=NO)OCCO1. RXN SMILES: [CH3:16][OH:17].[CH:5]([CH3:6])([CH3:7])[C:8]1([CH2:13][C:14]#[N:15])[O:9][CH2:10][CH2:11][O:12]1.[ClH:1].[NH2:2][OH:3].[NH3:4]>>[N:2]([OH:3])=[C:14]([NH2:4])[CH2:13][C:8]1([CH:5]([CH3:6])[CH3:7])[O:9][CH2:10][CH2:11][O:12]1. The reactants are O=C([O-])[O-], C1CCOC1, CCOC(C)=O, COC(=O)Cl, CNC(C)c1nc(-c2ccc(I)cc2)cn1C, [Na+], [Na+], O. The product is COC(=O)N(C)C(C)c1nc(-c2ccc(I)cc2)cn1C. Reaction SMILES: [C:23](=[O:24])([O-:25])[O-:26].[CH2:29]1[O:30][CH2:31][CH2:32][CH2:33]1.[CH3:35][CH2:36][O:37][C:38]([CH3:39])=[O:40].[Cl:18][C:19](=[O:20])[O:21][CH3:22].[I:1][c:2]1[cH:3][cH:4][c:5](-[c:8]2[n:9][c:10]([CH:14]([CH3:15])[NH:16][CH3:17])[n:11]([CH3:13])[cH:12]2)[cH:6][cH:7]1.[Na+:27].[Na+:28].[OH2:34]>>[I:1][c:2]1[cH:3][cH:4][c:5](-[c:8]2[n:9][c:10]([CH:14]([CH3:15])[N:16]([CH3:17])[C:19](=[O:20])[O:21][CH3:22])[n:11]([CH3:13])[cH:12]2)[cH:6][cH:7]1. Reactants: COC(C(CC1=CC(=C(C=C1)CC)CC)N)=O (methyl-2-amino-3-(3,4-diethyl-phenyl)-propionate), COC(C(CC1=CC(=C(C=C1)CC)CC)N)=O (methyl-2-amino-3-(3,4-diethyl-phenyl)-propionate), C1CCOC1 (THF), N1CCC(CC1)N1C(NC2=C(CC1)C=CC=C2)=O (3-piperidin-4-yl-1,3,4,5-tetrahydro-1,3-benzodiazepin-2-one). Run in C([O-])(O)=O.[Na+] (sodium bicarbonate). Reaction conditions: temperature 0 celsius, time 30 minute. Product: COC(C(CC1=CC(=C(C=C1)CC)CC)NC(=O)N1CCC(CC1)N1C(NC2=C(CC1)C=CC=C2)=O)=O (Methyl-3-(3,4-diethyl-phenyl)-2-{[4-(2-oxo-1,2,4,5-tetrahydro-1,3-benzodiazepin-3-yl)-piperidin-1-carbonyl]-amino}-propionate). RXN SMILES: [CH3:1][O:2][C:3](=[O:17])[CH:4]([NH2:16])[CH2:5][C:6]1[CH:11]=[CH:10][C:9]([CH2:12][CH3:13])=[C:8]([CH2:14][CH3:15])[CH:7]=1.[NH:18]1[CH2:23][CH2:22][CH:21]([N:24]2[CH2:30][CH2:29][C:28]3[CH:31]=[CH:32][CH:33]=[CH:34][C:27]=3[NH:26][C:25]2=[O:35])[CH2:20][CH2:19]1.C1C[O:39][CH2:38]C1>C(=O)(O)[O-].[Na+]>[CH3:1][O:2][C:3](=[O:17])[CH:4]([NH:16][C:38]([N:18]1[CH2:19][CH2:20][CH:21]([N:24]2[CH2:30][CH2:29][C:28]3[CH:31]=[CH:32][CH:33]=[CH:34][C:27]=3[NH:26][C:25]2=[O:35])[CH2:22][CH2:23]1)=[O:39])[CH2:5][C:6]1[CH:11]=[CH:10][C:9]([CH2:12][CH3:13])=[C:8]([CH2:14][CH3:15])[CH:7]=1 |f:3.4|. Reported procedure: 7.4 g (45 mmol) of CDT was added to a solution of 10.5 g (44.6 mmol) methyl-2-amino-3-(3,4-diethyl-phenyl)-propionate (Intermediate product 48) in 250 mL THF cooled to 0° C. and the resulting mixture was stirred for a further 30 minutes at this temperature. Then 10.9 g (44.6 mmol) 3-piperidin-4-yl-1,3,4,5-tetrahydro-1,3-benzodiazepin-2-one was added, while the reaction solution was kept at this temperature for a further 20 minutes, before being refluxed for 30 minutes. The solvent was eliminated...